From a dataset of the Open Reaction Database (ORD), a public repository of structured organic reaction records. describe an organic reaction: reactants, conditions, products, and yield Starting materials: CC(C)CN(C(CCCCN)C(=O)O)S(=O)(=O)c1ccc([N+](=O)[O-])cc1, O=C(O)C=Cc1cccnc1. The product is CC(C)CN(C(CCCCNC(=O)C=Cc1cccnc1)C(=O)O)S(=O)(=O)c1ccc([N+](=O)[O-])cc1. RXN SMILES: [CH2:1]([CH:2]([CH3:3])[CH3:4])[N:5]([CH:6]([CH2:7][CH2:8][CH2:9][CH2:10][NH2:11])[C:12](=[O:13])[OH:14])[S:15](=[O:16])(=[O:17])[c:18]1[cH:19][cH:20][c:21]([N+:24](=[O:25])[O-:26])[cH:22][cH:23]1.[n:27]1[cH:28][c:29]([CH:33]=[CH:34][C:35](=[O:36])[OH:37])[cH:30][cH:31][cH:32]1>>[CH2:1]([CH:2]([CH3:3])[CH3:4])[N:5]([CH:6]([CH2:7][CH2:8][CH2:9][CH2:10][NH:11][C:35]([CH:34]=[CH:33][c:29]1[cH:28][n:27][cH:32][cH:31][cH:30]1)=[O:36])[C:12](=[O:13])[OH:14])[S:15](=[O:16])(=[O:17])[c:18]1[cH:19][cH:20][c:21]([N+:24](=[O:25])[O-:26])[cH:22][cH:23]1.